Dataset: the Open Reaction Database (ORD), a public repository of structured organic reaction records. Task: describe an organic reaction: reactants, conditions, products, and yield Starting materials: ClC1=C(C=C(C=C1)NC(C1=C(N=C(C=C1)C(F)(F)F)C)=O)C1=NC=C(C(=O)[O-])C=C1 (6-(2-chloro-5-(2-methyl-6-(trifluoromethyl)nicotinamido)phenyl)nicotinate), ClC1=C(C=C(C=C1)NC(C1=C(N=C(C=C1)C(F)(F)F)C)=O)C1=NC=C(C(=O)O)C=C1 (6-(2-chloro-5-(2-methyl-6-(trifluoromethyl)nicotinamido)phenyl)nicotinic acid), Cl.CN (Methylamine Hydrochloride). The product is ClC1=C(C=C(C=C1)NC(C1=C(N=C(C=C1)C(F)(F)F)C)=O)C1=NC=C(C=C1)C(NC)=O (N-(4-chloro-3-(5-(methylcarbamoyl)pyridin-2-yl)phenyl)-2-methyl-6-(trifluoromethyl)nicotinamide). As a reaction SMILES: [Cl:1][C:2]1[CH:7]=[CH:6][C:5]([NH:8][C:9](=[O:21])[C:10]2[CH:15]=[CH:14][C:13]([C:16]([F:19])([F:18])[F:17])=[N:12][C:11]=2[CH3:20])=[CH:4][C:3]=1[C:22]1[CH:30]=[CH:29][C:25]([C:26]([O-])=[O:27])=[CH:24][N:23]=1.ClC1C=C[C:35]([NH:38]C(=O)C2C=CC(C(F)(F)F)=NC=2C)=CC=1C1C=CC(C(O)=O)=CN=1.Cl.CN>>[Cl:1][C:2]1[CH:7]=[CH:6][C:5]([NH:8][C:9](=[O:21])[C:10]2[CH:15]=[CH:14][C:13]([C:16]([F:18])([F:19])[F:17])=[N:12][C:11]=2[CH3:20])=[CH:4][C:3]=1[C:22]1[CH:30]=[CH:29][C:25]([C:26](=[O:27])[NH:38][CH3:35])=[CH:24][N:23]=1 |f:2.3|. Reported procedure: 120 mg of 6-(2-chloro-5-(2-methyl-6-(trifluoromethyl)nicotinamido)phenyl)nicotinate was hydrolyzed via Procedure M. 112 mg of 6-(2-chloro-5-(2-methyl-6-(trifluoromethyl)nicotinamido)phenyl)nicotinic acid was coupled to Methylamine Hydrochloride via Procedure G and purified by reverse phase HPLC to give pure N-(4-chloro-3-(5-(methylcarbamoyl)pyridin-2-yl)phenyl)-2-methyl-6-(trifluoromethyl)nicotinamide. MS (Q1) 449 (M)+. Starting materials: NC1=NC=C(C(=O)NCC=2SC(=CC2)CC2=CC=CC=C2)C=C1 (6-amino-N-(5-benzylthiophen-2-ylmethyl)-nicotinamide), C1=CC=C2C=C(C=CC2=C1)NCNCCCC(=O)O (A-144), C=O (formaldehyde), C(C)(=O)OCC (ethyl acetate), C(C)(=O)OCC (ethyl acetate). The solvent is CO (methanol). Run at time 1 hour. The product is C(C1=CC=CC=C1)C1=CC=C(S1)CNC(C1=CN=C(C=C1)NCOC)=O (N-(5-benzylthiophen-2-ylmethyl)-6-(methoxymethyl-amino)-nicotinamide). The yield is 87.6%. Reaction SMILES: [NH2:1][C:2]1[CH:23]=[CH:22][C:5]([C:6]([NH:8][CH2:9][C:10]2[S:11][C:12]([CH2:15][C:16]3[CH:21]=[CH:20][CH:19]=[CH:18][CH:17]=3)=[CH:13][CH:14]=2)=[O:7])=[CH:4][N:3]=1.C1C=C2C(C=C(NCNCCCC(O)=O)C=C2)=CC=1.C=O.[C:45]([O:48][CH2:49]C)(=O)C>CO>[CH2:15]([C:12]1[S:11][C:10]([CH2:9][NH:8][C:6](=[O:7])[C:5]2[CH:22]=[CH:23][C:2]([NH:1][CH2:45][O:48][CH3:49])=[N:3][CH:4]=2)=[CH:14][CH:13]=1)[C:16]1[CH:17]=[CH:18][CH:19]=[CH:20][CH:21]=1. Procedure details: To a solution of 6-amino-N-(5-benzylthiophen-2-ylmethyl)-nicotinamide described in Example A-144 (210 mg, 0.65 mmol) and 5,5-dimethylimidazo phospho-2,4-dione (92 mg, 0.71 mmol) in methanol (15 mL) was added an aqueous solution of 37% formaldehyde (2.5 mL) under reflux in three time, and the solution was stirred for 1 hour. NH silica gel was added to the reaction solution, the solvent was evaporated in vacuo for adsorption, purification was carried out by NH silica gel column chromatography (hex... RXN SMILES: [C:1]([CH3:2])([CH3:3])([CH3:4])[O:5][C:6]([c:7]1[cH:8][c:9]([O:15][C:16]([CH2:17][NH:18][C:19](=[O:20])[O:21][C:22]([CH3:23])([CH3:24])[CH3:25])=[O:26])[cH:10][cH:11][c:12]1[CH2:13][OH:14])=[O:27].[C:47]([Br:48])([Br:49])([Br:50])[Br:51].[Cl:52][CH2:53][Cl:54].[c:28]1([P:29]([c:30]2[cH:31][cH:32][cH:33][cH:34][cH:35]2)[c:36]2[cH:37][cH:38][cH:39][cH:40][cH:41]2)[cH:42][cH:43][cH:44][cH:45][cH:46]1>>[C:1]([CH3:2])([CH3:3])([CH3:4])[O:5][C:6]([c:7]1[cH:8][c:9]([O:15][C:16]([CH2:17][NH:18][C:19](=[O:20])[O:21][C:22]([CH3:23])([CH3:24])[CH3:25])=[O:26])[cH:10][cH:11][c:12]1[CH2:13][Br:48])=[O:27]. Product: CC(C)(C)OC(=O)NCC(=O)Oc1ccc(CBr)c(C(=O)OC(C)(C)C)c1. Reactants: CC(C)(C)OC(=O)NCC(=O)Oc1ccc(CO)c(C(=O)OC(C)(C)C)c1, BrC(Br)(Br)Br, ClCCl, c1ccc(P(c2ccccc2)c2ccccc2)cc1. The reactants are CCOC(=O)C=Cc1cccc(-c2cnc(-c3ccc(OC(C)C)c(C#N)c3)s2)c1CC, CO. Yields the product CCOC(=O)CCc1cccc(-c2cnc(-c3ccc(OC(C)C)c(C#N)c3)s2)c1CC. Reaction SMILES: [C:1](#[N:2])[c:3]1[cH:4][c:5](-[c:13]2[s:14][c:15](-[c:18]3[c:19]([CH2:31][CH3:32])[c:20]([CH:24]=[CH:25][C:26](=[O:27])[O:28][CH2:29][CH3:30])[cH:21][cH:22][cH:23]3)[cH:16][n:17]2)[cH:6][cH:7][c:8]1[O:9][CH:10]([CH3:11])[CH3:12].[CH3:33][OH:34]>>[C:1](#[N:2])[c:3]1[cH:4][c:5](-[c:13]2[s:14][c:15](-[c:18]3[c:19]([CH2:31][CH3:32])[c:20]([CH2:24][CH2:25][C:26](=[O:27])[O:28][CH2:29][CH3:30])[cH:21][cH:22][cH:23]3)[cH:16][n:17]2)[cH:6][cH:7][c:8]1[O:9][CH:10]([CH3:11])[CH3:12].